From a dataset of the Open Reaction Database (ORD), a public repository of structured organic reaction records. describe an organic reaction: reactants, conditions, products, and yield Starting materials: BrC1=CC(=C(N(C1=O)C)Cl)C(=O)OC (methyl 5-bromo-2-chloro-1-methyl-6-oxo-1,6-dihydropyridine-3-carboxylate), O1CCOCC1 (dioxane). The reagents and catalysts are C1=CC=C(C=C1)P([C-]2C=CC=C2)C3=CC=CC=C3.C1=CC=C(C=C1)P([C-]2C=CC=C2)C3=CC=CC=C3.Cl[Pd]Cl.[Fe+2] (Pd(dppf)2Cl2). Run at temperature 70 celsius, time 50 minute. The product is ClC=1N(C(C(=CC1C(=O)OC)C)=O)C (methyl 2-chloro-1,5-dimethyl-6-oxo-1,6-dihydropyridine-3-carboxylate). Yield: 73.0%. As a reaction SMILES: Br[C:2]1[C:7](=[O:8])[N:6]([CH3:9])[C:5]([Cl:10])=[C:4]([C:11]([O:13][CH3:14])=[O:12])[CH:3]=1.O1CCOC[CH2:16]1>C1C=CC(P(C2C=CC=CC=2)[C-]2C=CC=C2)=CC=1.C1C=CC(P(C2C=CC=CC=2)[C-]2C=CC=C2)=CC=1.Cl[Pd]Cl.[Fe+2]>[Cl:10][C:5]1[N:6]([CH3:9])[C:7](=[O:8])[C:2]([CH3:16])=[CH:3][C:4]=1[C:11]([O:13][CH3:14])=[O:12] |f:2.3.4.5|. Procedure: An oven dried two-necked flask was charged with methyl 5-bromo-2-chloro-1-methyl-6-oxo-1,6-dihydropyridine-3-carboxylate (5.79 g, 20.64 mmol), Pd(dppf)2Cl2 (0.82 g, 1.0 mmol) and dioxane (60 mL). The resulting red suspension was purged with argon for 10 min and ZnMe2 (2.0M, 10.3 mL, toluene) was added. The reaction mixture was stirred at 70° C. for 50 min, cooled at room temperature and quenched with MeOH (50 mL) and diluted with EtOAc (100 mL). The mixture was washed with a sat NH4Cl aq. soluti...